From a dataset of the Open Reaction Database (ORD), a public repository of structured organic reaction records. describe an organic reaction: reactants, conditions, products, and yield Starting materials: CC(C)(C)OC(=O)CBr, Cc1ccc(S(=O)(=O)OCCC2(O)CCc3cc(F)ccc3C2C(C)C)cc1, CC(C)C1C(=O)CCc2cc(F)ccc21, [Mg]. Yields the product CC(C)C1c2ccc(F)cc2CCC1(O)CC(=O)OC(C)(C)C. Reaction SMILES: [Br:44][CH2:45][C:46](=[O:47])[O:48][C:49]([CH3:50])([CH3:51])[CH3:52].[F:1][c:2]1[cH:3][c:4]2[c:9]([cH:10][cH:11]1)[CH:8]([CH:12]([CH3:13])[CH3:14])[C:7]([OH:15])([CH2:16][CH2:17][O:18][S:19]([c:20]1[cH:21][cH:22][c:23]([CH3:24])[cH:25][cH:26]1)(=[O:27])=[O:28])[CH2:6][CH2:5]2.[F:29][c:30]1[cH:31][c:32]2[c:33]([cH:34][cH:35]1)[CH:36]([CH:37]([CH3:38])[CH3:39])[C:40](=[O:41])[CH2:42][CH2:43]2.[Mg:53]>>[F:1][c:2]1[cH:3][c:4]2[c:9]([cH:10][cH:11]1)[CH:8]([CH:12]([CH3:13])[CH3:14])[C:7]([OH:15])([CH2:16][C:17](=[O:18])[O:48][C:49]([CH3:50])([CH3:51])[CH3:52])[CH2:6][CH2:5]2. The reactants are CC(C)c1ccc(N)cc1, ClCCl, O=Cc1ccc(C(F)(F)F)cc1, O. Reaction SMILES: [CH:1]([CH3:2])([CH3:3])[c:4]1[cH:5][cH:6][c:7]([NH2:8])[cH:9][cH:10]1.[Cl:23][CH2:24][Cl:25].[F:11][C:12]([c:13]1[cH:14][cH:15][c:16]([CH:17]=[O:18])[cH:19][cH:20]1)([F:21])[F:22].[OH2:26]>>[CH:1]([CH3:2])([CH3:3])[c:4]1[cH:5][cH:6][c:7]([N:8]=[CH:17][c:16]2[cH:15][cH:14][c:13]([C:12]([F:11])([F:21])[F:22])[cH:20][cH:19]2)[cH:9][cH:10]1. Product: CC(C)c1ccc(N=Cc2ccc(C(F)(F)F)cc2)cc1. Starting materials: COC1=C(C=CC(=C1)OC)C(CC(=O)OC)CCCCC (methyl 3-(2,4-dimethoxyphenyl)-octanoate), C(C1=CC=CC=C1)OC1=CC(=C(C=C1)C(CC(=O)O)CCCC)OC (3-(4-benzyloxy-2-methoxyphenyl)heptanoic acid), 30G, methyl ester. Yields the product OC1=CC(=C(C=C1)C(CC(=O)OC)CCCC)OC (Methyl 3-(4-hydroxy-2-methoxyphenyl)heptanoate). Reaction SMILES: [CH3:1][O:2][C:3]1[CH:8]=[C:7]([O:9]C)[CH:6]=[CH:5][C:4]=1[CH:11]([CH2:17][CH2:18][CH2:19][CH2:20]C)[CH2:12][C:13]([O:15][CH3:16])=[O:14].C(OC1C=CC(C(CCCC)CC(O)=O)=C(OC)C=1)C1C=CC=CC=1>>[OH:9][C:7]1[CH:6]=[CH:5][C:4]([CH:11]([CH2:17][CH2:18][CH2:19][CH3:20])[CH2:12][C:13]([O:15][CH3:16])=[O:14])=[C:3]([O:2][CH3:1])[CH:8]=1. Procedure details: Following a similar procedure to that described in Preparation 32(i), but using 3-(4-benzyloxy-2-methoxyphenyl)heptanoic acid prepared as described in Preparation 30G), the corresponding methyl ester derivative was obtained. Hydrogenolysis of this derivative and subsequent treatment of the reaction mixture were conducted in a similar manner to that described in Example 124 to give the title compound as an oily substance. Starting materials: FC1=CC=C(C=C1)C(CCCN1C(CNCC1)C(=O)N)C=1C=NC=CC1 (1-[4-(4-fluorophenyl)-4-(3-pyridinyl)butyl]-2-piperazinecarboxamide), ClCC(=O)NC1=C(C=CC=C1Cl)Cl (2-chloro-N-(2,6-dichlorophenyl)acetamide), C([O-])([O-])=O.[Na+].[Na+] (sodium carbonate). The solvent is CN(C)C=O (DMF). Conditions: temperature 70 celsius, time 4 hour. The product is Cl.Cl.NC(=O)C1CN(CCN1CCCC(C=1C=NC=CC1)C1=CC=C(C=C1)F)CC(=O)NC1=C(C=CC=C1Cl)Cl (3-(amino-carbonyl)-N-(2,6-dichloro-phenyl)-4-[4-(4-fluorophenyl)-4-(3-pyridinyl)-butyl]-1-piperazineacetamide dihydrochloride). Isolated yield 32.2%. As a reaction SMILES: [F:1][C:2]1[CH:7]=[CH:6][C:5]([CH:8]([C:21]2[CH:22]=[N:23][CH:24]=[CH:25][CH:26]=2)[CH2:9][CH2:10][CH2:11][N:12]2[CH2:17][CH2:16][NH:15][CH2:14][CH:13]2[C:18]([NH2:20])=[O:19])=[CH:4][CH:3]=1.[Cl:27][CH2:28][C:29]([NH:31][C:32]1[C:37]([Cl:38])=[CH:36][CH:35]=[CH:34][C:33]=1[Cl:39])=[O:30].C(=O)([O-])[O-].[Na+].[Na+]>CN(C=O)C>[ClH:27].[ClH:27].[NH2:20][C:18]([CH:13]1[N:12]([CH2:11][CH2:10][CH2:9][CH:8]([C:5]2[CH:4]=[CH:3][C:2]([F:1])=[CH:7][CH:6]=2)[C:21]2[CH:22]=[N:23][CH:24]=[CH:25][CH:26]=2)[CH2:17][CH2:16][N:15]([CH2:28][C:29]([NH:31][C:32]2[C:33]([Cl:39])=[CH:34][CH:35]=[CH:36][C:37]=2[Cl:38])=[O:30])[CH2:14]1)=[O:19] |f:2.3.4,6.7.8|. Procedure: A mixture of 1-[4-(4-fluorophenyl)-4-(3-pyridinyl)butyl]-2-piperazinecarboxamide (6.75 g), 2-chloro-N-(2,6-dichlorophenyl)acetamide (5.24 g), sodium carbonate (3.16 g) and DMF (143 ml) was stirred for 4 hours at 70° C. The reaction mixture was evaporated and water was added to the residue. After extraction with DCM, the combined organic layers were washed with water, dried, filtered and evaporated. The residue was purified by column chromatography over silica gel (eluent:CHCl3/CH3OH 95/5). The d... Starting materials: CCOCC, COc1ccccc1, Cc1c(CCc2ccc3nc(N)sc3c2)ncn1C(c1ccccc1)(c1ccccc1)c1ccccc1, O=C(O)C(F)(F)F. The product is Cc1[nH]cnc1CCc1ccc2nc(N)sc2c1. As a reaction SMILES: [CH3:38][CH2:39][O:40][CH2:41][CH3:42].[CH3:43][O:44][c:45]1[cH:46][cH:47][cH:48][cH:49][cH:50]1.[NH2:1][c:2]1[s:3][c:4]2[c:5]([n:6]1)[cH:7][cH:8][c:9]([CH2:11][CH2:12][c:13]1[n:14][cH:15][n:16]([C:19]([c:20]3[cH:21][cH:22][cH:23][cH:24][cH:25]3)([c:26]3[cH:27][cH:28][cH:29][cH:30][cH:31]3)[c:32]3[cH:33][cH:34][cH:35][cH:36][cH:37]3)[c:17]1[CH3:18])[cH:10]2.[OH:51][C:52]([C:53]([F:54])([F:55])[F:56])=[O:57]>>[NH2:1][c:2]1[s:3][c:4]2[c:5]([n:6]1)[cH:7][cH:8][c:9]([CH2:11][CH2:12][c:13]1[n:14][cH:15][nH:16][c:17]1[CH3:18])[cH:10]2. Reactants: [Cl-].[NH4+] (ammonium chloride), COC1=CC(CC(C1)(C)C)=O (3-methoxy-5,5-dimethyl-cyclohex-2-enone), solution, [H-].C(C(C)C)[Al+]CC(C)C (diisobutyl aluminum hydride), S(=O)(=O)([O-])[O-].[Mg+2] (magnesium sulfate). The reagents and catalysts are O.C1(=CC=C(C=C1)S(=O)(=O)O)C (toluene-4-sulfonic acid monohydrate). Run in O (water), CCOCC (ether). Conditions: temperature 0 celsius, time 30 minute. The product is CC1(CC=CC(C1)=O)C (5,5-Dimethyl-cyclohex-2-enone). The yield is 58.6%. RXN SMILES: C[O:2][C:3]1[CH2:8][C:7]([CH3:10])([CH3:9])[CH2:6][C:5](=O)[CH:4]=1.[H-].C([Al+]CC(C)C)C(C)C.[Cl-].[NH4+].S([O-])([O-])(=O)=O.[Mg+2]>CCOCC.O.C1(C)C=CC(S(O)(=O)=O)=CC=1.O>[CH3:9][C:7]1([CH3:10])[CH2:8][C:3](=[O:2])[CH:4]=[CH:5][CH2:6]1 |f:1.2,3.4,5.6,8.9|. Procedure: Dissolve 3-methoxy-5,5-dimethyl-cyclohex-2-enone (Tetrahedron 57 (2001) 217-225) (10.6 g, 68.7 mmol) in ether (500 ml) cool to 0° C., add dropwise a 1.5M solution of diisobutyl aluminum hydride (68.7 ml, 103 mmol), and stir for 30 minutes. Add saturated aqueous ammonium chloride (25 ml), stir 1 hour, add anhydrous magnesium sulfate (10 g), stir 1 hour. Filter through celite and concentrate. Dissolve the residue in ether (500 ml), add toluene-4-sulfonic acid monohydrate (650 mg, 3.44 mmol) and wa... Starting materials: [N+](=O)([O-])C1=C(N)C=CC=C1 (2-nitro-anilin), COC1OC(CC1)OC (2,5-dimethoxy-tetrahydrofuran). Run in C(C)(=O)O (acetic acid). Yields the product [N+](=O)([O-])C1=C(C=CC=C1)N1C=CC=C1 (1-(2-Nitro-phenyl)-1H-pyrrole). The yield is 96.6%. As a reaction SMILES: [N+:1]([C:4]1[CH:10]=[CH:9][CH:8]=[CH:7][C:5]=1[NH2:6])([O-:3])=[O:2].CO[CH:13]1[CH2:17][CH2:16][CH:15](OC)O1>C(O)(=O)C>[N+:1]([C:4]1[CH:10]=[CH:9][CH:8]=[CH:7][C:5]=1[N:6]1[CH:13]=[CH:17][CH:16]=[CH:15]1)([O-:3])=[O:2]. Procedure: 1.37 g (9.9 mmol) 2-nitro-anilin and 1.3 ml (11 mmol) of 2,5-dimethoxy-tetrahydrofuran was refluxed for 1 hour in 20 ml acetic acid. The reaction mixture was evaporated and the residue was diluted in EtOAc and washed with water, NaHCO3 (sat.), water, and then dried over Na2SO4. The solvent was evaporated and 1.8 g (96%) of 1a was obtained as an oil. The reactants are C1(=CC=CC=C1)C(C1=CC=CC=C1)=NC(C(=O)OCC)CCC=1C=C2CCC=3C(=NOC3C3=NOC(=C3C(F)(F)F)C3=CC=CC=C3)C2=CC1 (ethyl 2-(diphenylmethyleneamino)-4-(3-(5-phenyl-4-(trifluoromethyl)isoxazol-3-yl)-4,5-dihydronaphtho[1,2-c]isoxazol-7-yl)butanoate), C[Si](C)(C)[N-][Si](C)(C)C.[Li+] (lithium bis(trimethylsilyl)amide), IC (iodomethane), [Cl-].[NH4+] (ammonium chloride), IC (iodomethane). Product: C1(=CC=CC=C1)C(C1=CC=CC=C1)=NC(C(=O)OCC)(CCC=1C=C2CCC=3C(=NOC3C3=NOC(=C3C(F)(F)F)C3=CC=CC=C3)C2=CC1)C (ethyl 2-(diphenylmethyleneamino)-2-methyl-4-(3-(5-phenyl-4-(trifluoromethyl)isoxazol-3-yl)-4,5-dihydronaphtho[1,2-c]isoxazol-7-yl)butanoate). The solvent is C1CCOC1 (THF), C1CCOC1 (THF), O (water). As a reaction SMILES: [C:1]1([C:7](=[N:14][CH:15]([CH2:21][CH2:22][C:23]2[CH:24]=[C:25]3[C:48](=[CH:49][CH:50]=2)[C:29]2=[N:30][O:31][C:32]([C:33]4[C:37]([C:38]([F:41])([F:40])[F:39])=[C:36]([C:42]5[CH:47]=[CH:46][CH:45]=[CH:44][CH:43]=5)[O:35][N:34]=4)=[C:28]2[CH2:27][CH2:26]3)[C:16]([O:18][CH2:19][CH3:20])=[O:17])[C:8]2[CH:13]=[CH:12][CH:11]=[CH:10][CH:9]=2)[CH:6]=[CH:5][CH:4]=[CH:3][CH:2]=1.[CH3:51][Si]([N-][Si](C)(C)C)(C)C.[Li+].IC.[Cl-].[NH4+]>C1COCC1.O>[C:1]1([C:7](=[N:14][C:15]([CH3:51])([CH2:21][CH2:22][C:23]2[CH:24]=[C:25]3[C:48](=[CH:49][CH:50]=2)[C:29]2=[N:30][O:31][C:32]([C:33]4[C:37]([C:38]([F:41])([F:40])[F:39])=[C:36]([C:42]5[CH:43]=[CH:44][CH:45]=[CH:46][CH:47]=5)[O:35][N:34]=4)=[C:28]2[CH2:27][CH2:26]3)[C:16]([O:18][CH2:19][CH3:20])=[O:17])[C:8]2[CH:9]=[CH:10][CH:11]=[CH:12][CH:13]=2)[CH:2]=[CH:3][CH:4]=[CH:5][CH:6]=1 |f:1.2,4.5|. Procedure: To a clear solution of ethyl 2-(diphenylmethyleneamino)-4-(3-(5-phenyl-4-(trifluoromethyl)isoxazol-3-yl)-4,5-dihydronaphtho[1,2-c]isoxazol-7-yl)butanoate (Preparation 91A, 560 mg, 0.829 mmol) in anhydrous THF (20 mL) was added 1 M THF solution of lithium bis(trimethylsilyl)amide (4 mL, 4.00 mmol) dropwise at 0° C. under nitrogen. The mixture was stirred at the same temperature for 60 min. before half the amount of the required iodomethane (0.25 mL, 4.00 mmol) was added. The mixture was stirred a... Yield: 52.5%. Run at temperature 0 celsius, time 50 minute.